This data is from the Open Reaction Database (ORD), a public repository of structured organic reaction records. The task is: describe an organic reaction: reactants, conditions, products, and yield Reactants: O=C(O)c1ccc2c(c1)N(Cl)CO2, COC(OC)OC, Nc1c(O)cc(C(=O)O)cc1Cl, O=S(Cl)Cl. Yields the product O=C(O)c1ccc2c(c1)N(Cl)CO2, [Cl-]. As a reaction SMILES: [C:20](=[O:21])([OH:22])[c:23]1[cH:24][cH:25][c:26]2[c:27]([cH:32]1)[N:28]([Cl:31])[CH2:29][O:30]2.[CH3:13][O:14][CH:15]([O:16][CH3:17])[O:18][CH3:19].[NH2:1][c:2]1[c:3]([Cl:11])[cH:4][c:5]([C:6]([OH:7])=[O:8])[cH:9][c:10]1[OH:12].[S:33]([Cl:34])([Cl:35])=[O:36]>>[C:20](=[O:21])([OH:22])[c:23]1[cH:24][cH:25][c:26]2[c:27]([cH:32]1)[N:28]([Cl:31])[CH2:29][O:30]2.[Cl-:11].